From a dataset of the Open Reaction Database (ORD), a public repository of structured organic reaction records. describe an organic reaction: reactants, conditions, products, and yield The reactants are Title compound 11B, NC=1C=C(C=CC1)N1N=CC=2C1=NC=NC2N (1-(3-amino-phenyl)-1H-pyrazolo[3,4-d]pyrimidin-4-ylamine), C(CCC)(=O)O (butyric acid), Cl.CN(CCCN=C=NCC)C (1-(3-dimethylaminopropyl)-3-ethylcarbodiimide hydrochloride), ON1N=NC2=C1C=CC=C2 (1-hydroxybenzotriazole). Solvent: CN(C)C=O (DMF), CO (methanol). Run at time 10 minute. Yields the product NC1=C2C(=NC=N1)N(N=C2)C=2C=C(C=CC2)C(C(=O)N)CC ([3-(4-Amino-pyrazolo[3,4-d]pyrimidin-1-yl)-phenyl]-butyramide). Yield: 12.0%. As a reaction SMILES: N[C:2]1[CH:3]=[C:4]([N:8]2[C:12]3=[N:13][CH:14]=[N:15][C:16]([NH2:17])=[C:11]3[CH:10]=[N:9]2)[CH:5]=[CH:6][CH:7]=1.[C:18]([OH:23])(=O)[CH2:19][CH2:20][CH3:21].Cl.C[N:26](C)CCCN=C=NCC.ON1C2C=CC=CC=2N=N1>CN(C=O)C.CO>[NH2:17][C:16]1[N:15]=[CH:14][N:13]=[C:12]2[N:8]([C:4]3[CH:3]=[C:2]([CH:19]([CH2:20][CH3:21])[C:18]([NH2:26])=[O:23])[CH:7]=[CH:6][CH:5]=3)[N:9]=[CH:10][C:11]=12 |f:2.3|. Reported procedure: Title compound 11B, 1-(3-amino-phenyl)-1H-pyrazolo[3,4-d]pyrimidin-4-ylamine (38 mg, 1.1 eq, 0.17 mmol) was added to a solution of butyric acid (13 mg, 1.0 eq, 0.15 mmol), 1-(3-dimethylaminopropyl)-3-ethylcarbodiimide hydrochloride (26 mg, 1.1 eq, 0.17 mmol), 1-hydroxybenzotriazole (21 mg, 1.0 eq, 0.15 mmol) in DMF (1 ml) which had been stirred for 10 minutes under an inert atmosphere. The reaction was stirred at room temperature for 18 hours, after which methanol (1 ml) was added and the solven...